Dataset: the Open Reaction Database (ORD), a public repository of structured organic reaction records. Task: describe an organic reaction: reactants, conditions, products, and yield Run at time 8 hour. The product is BrC=1C=C(SC1)C(CO[Si](C)(C)C(C)(C)C)NCCC(C)C (N-[1-(4-bromothiophen-2-yl)-2-{[tert-butyl(dimethyl)silyl]oxy}ethyl]-3-methylbutan-1-amine). Procedure: 1-(4-bromothiophen-2-yl)-2-{[tert-butyl(dimethyl)silyl]oxy}ethanamine (216 mg, 0.642 mmol) was dissolved in 1.5 mL MeOH. Molecular sieves (3 Å) and 3-methylbutanal (79 μL, 0.739 mmol) were then added. The resulting mixture was stirred at room temperature overnight. Sodium borohydride (36.4 mg, 0.963 mmol) was added and the mixture was stirred for 1 hour, and then quenched with aqueous sodium hydrogen carbonate. DCM was added and the phases separated. The solvent was removed under reduced pressur... Reaction SMILES: [Br:1][C:2]1[CH:3]=[C:4]([CH:7]([NH2:17])[CH2:8][O:9][Si:10]([C:13]([CH3:16])([CH3:15])[CH3:14])([CH3:12])[CH3:11])[S:5][CH:6]=1.[CH3:18][CH:19]([CH3:23])[CH2:20][CH:21]=O.[BH4-].[Na+]>CO>[Br:1][C:2]1[CH:3]=[C:4]([CH:7]([NH:17][CH2:21][CH2:20][CH:19]([CH3:23])[CH3:18])[CH2:8][O:9][Si:10]([C:13]([CH3:14])([CH3:16])[CH3:15])([CH3:12])[CH3:11])[S:5][CH:6]=1 |f:2.3|. Run in CO (MeOH). Starting materials: CC(CC=O)C (3-methylbutanal), BrC=1C=C(SC1)C(CO[Si](C)(C)C(C)(C)C)N (1-(4-bromothiophen-2-yl)-2-{[tert-butyl(dimethyl)silyl]oxy}ethanamine), [BH4-].[Na+] (Sodium borohydride). Starting materials: FC1=CC=C(C=C1)CCO (2-(4-fluorophenyl)ethanol), [H-].[Na+] (NaH), BrC1=NC=C(C=C1)Br (2,5-dibromopyridine). Solvent: C1CCOC1 (THF). Conditions: time 16 hour. The product is BrC=1C=CC(=NC1)OCCC1=CC=C(C=C1)F (5-bromo-2-(4-fluorophenethoxy)pyridine). The yield is 30.0%. Reaction SMILES: [F:1][C:2]1[CH:7]=[CH:6][C:5]([CH2:8][CH2:9][OH:10])=[CH:4][CH:3]=1.[H-].[Na+].Br[C:14]1[CH:19]=[CH:18][C:17]([Br:20])=[CH:16][N:15]=1>C1COCC1>[Br:20][C:17]1[CH:18]=[CH:19][C:14]([O:10][CH2:9][CH2:8][C:5]2[CH:6]=[CH:7][C:2]([F:1])=[CH:3][CH:4]=2)=[N:15][CH:16]=1 |f:1.2|. Reported procedure: To a solution of 2-(4-fluorophenyl)ethanol (0.568 g) in THF (10 mL) was added NaH (0.270 g, 60% in oil). The mixture was stirred at room temperature for 2 hours, before 2,5-dibromopyridine (0.8 g) was added. The mixture was stirred at room temperature for 16 h. The reaction was quenched with water and extracted with EtOAc (2×20 mL). The organic layers were combined, dried over MgSO4 and concentrated under vacuum. The residue was purified by silica gel column (Hex/EtOAc=100:5) to give 5-bromo-2-(...